From a dataset of the Open Reaction Database (ORD), a public repository of structured organic reaction records. describe an organic reaction: reactants, conditions, products, and yield Starting materials: FC1(CCC(CC1)CNC(=O)C=1C=2C=CC(=NC2C=CC1Cl)Cl)F (2,6-dichloro-quinoline-5-carboxylic acid (4,4-difluoro-cyclohexylmethyl)-amide), NCCO (2-amino-ethanol). The product is FC1(CCC(CC1)CNC(=O)C=1C=2C=CC(=NC2C=CC1Cl)NCCO)F (6-Chloro-2-(2-hydroxy-ethylamino)-quinoline-5-carboxylic acid (4,4-difluoro-cyclohexyl methyl)-amide). As a reaction SMILES: [F:1][C:2]1([F:24])[CH2:7][CH2:6][CH:5]([CH2:8][NH:9][C:10]([C:12]2[C:13]3[CH:14]=[CH:15][C:16](Cl)=[N:17][C:18]=3[CH:19]=[CH:20][C:21]=2[Cl:22])=[O:11])[CH2:4][CH2:3]1.[NH2:25][CH2:26][CH2:27][OH:28]>>[F:1][C:2]1([F:24])[CH2:7][CH2:6][CH:5]([CH2:8][NH:9][C:10]([C:12]2[C:13]3[CH:14]=[CH:15][C:16]([NH:25][CH2:26][CH2:27][OH:28])=[N:17][C:18]=3[CH:19]=[CH:20][C:21]=2[Cl:22])=[O:11])[CH2:4][CH2:3]1. Procedure: The title compound was synthesized according to the procedure described in example 1 using 2,6-dichloro-quinoline-5-carboxylic acid (4,4-difluoro-cyclohexylmethyl)-amide, and 2-amino-ethanol. 1H NMR (400 MHz, DMSO-d6): δ 8.70 (t, J=5.81 Hz, 1H), 7.59 (d, J=9.21 Hz, 1H), 7.47 (s, 2H), 7.27 (t, J=5.21 Hz, 1H), 6.87 (d, J=9.21 Hz, 1H), 4.79-4.81 (m, 1H), 3.55-3.59 (m, 2H), 3.44-3.48 (m, 2H), 3.22-3.23 (m, 2H), 1.98-2.03 (m, 2H), 1.73-1.85 (m, 5H), 1.22-1.31 (m, 2H). m/z: 398.3 [M+H]+